The task is: describe an organic reaction: reactants, conditions, products, and yield. This data is from the Open Reaction Database (ORD), a public repository of structured organic reaction records. Starting materials: O=C(O)c1cc(Cl)cc(Cl)n1, CC1CCCNC1. The reagents and catalysts are CN(C)[P+](N(C)C)(N(C)C)ON1C2=CC=CC=C2N=N1.F[P-](F)(F)(F)(F)F (BOP), CCN(C(C)C)C(C)C (DIPEA). The solvent is CN(C)C=O (DMF), CN(C)C=O (DMF), CN(C)C=O (DMF), CN(C)C=O (DMF), CN(C)C=O (DMF), CN(C)C=O (DMF). Run at temperature 25 celsius, time 2 hour. Product: CC1CCCN(C(=O)c2cc(Cl)cc(Cl)n2)C1. Isolated yield 53.3%. As a reaction SMILES: CC1CCCNC1.O=C(O)c1cc(Cl)cc(Cl)n1.CN(C)[P+](N(C)C)(N(C)C)ON1C2=CC=CC=C2N=N1.F[P-](F)(F)(F)(F)F.CCN(C(C)C)C(C)C.CN(C)C=O>>CC1CCCN(C(=O)c2cc(Cl)cc(Cl)n2)C1. Starting materials: CN(N1C=CC=C1)C (1-(dimethylamino)-pyrrole), C1CCOC1 (THF), [Li]CCCC (n-BuLi), BrC1=CC(=C(S1)C1=C(N=C2N1N=C(C=C2C(CC)CC)C)C)C (3-(5-Bromo-3-methyl-thiophen-2-yl)-8-(1-ethyl-propyl)-2,6-dimethyl-imidazo[1,2-b]pyridazine). The reagents and catalysts are C1=CC=C(C=C1)P([C-]2C=CC=C2)C3=CC=CC=C3.C1=CC=C(C=C1)P([C-]2C=CC=C2)C3=CC=CC=C3.Cl[Pd]Cl.[Fe+2] (PdCl2(dppf)), [Cl-].[Cl-].[Zn+2] (ZnCl2). Solvent: CCOC(=O)C (EtOAc). Run at time 2 hour. Yields the product C(C)C(CC)C=1C=2N(N=C(C1)C)C(=C(N2)C)C2=C(C=C(S2)C=2N(C=CC2)N(C)C)C ((2-{5-[8-(1-ethyl-propyl)-2,6-dimethyl-imidazo[1,2-b]pyridazin-3-yl]-4-methyl-thiophen-2-yl}-pyrrol-1-yl)-dimethyl-amine). Yield: 95.1%. As a reaction SMILES: [CH3:1][N:2]([CH3:8])[N:3]1[CH:7]=[CH:6][CH:5]=[CH:4]1.C1COCC1.[Li]CCCC.Br[C:20]1[S:24][C:23]([C:25]2[N:29]3[N:30]=[C:31]([CH3:39])[CH:32]=[C:33]([CH:34]([CH2:37][CH3:38])[CH2:35][CH3:36])[C:28]3=[N:27][C:26]=2[CH3:40])=[C:22]([CH3:41])[CH:21]=1>CCOC(C)=O.[Cl-].[Cl-].[Zn+2].C1C=CC(P(C2C=CC=CC=2)[C-]2C=CC=C2)=CC=1.C1C=CC(P(C2C=CC=CC=2)[C-]2C=CC=C2)=CC=1.Cl[Pd]Cl.[Fe+2]>[CH2:35]([CH:34]([C:33]1[C:28]2[N:29]([C:25]([C:23]3[S:24][C:20]([C:4]4[N:3]([N:2]([CH3:8])[CH3:1])[CH:7]=[CH:6][CH:5]=4)=[CH:21][C:22]=3[CH3:41])=[C:26]([CH3:40])[N:27]=2)[N:30]=[C:31]([CH3:39])[CH:32]=1)[CH2:37][CH3:38])[CH3:36] |f:5.6.7,8.9.10.11|. Procedure: To a 0° C. solution 1-(dimethylamino)-pyrrole (0.24 mL, 2.04 mmol) and THF (4 mL) is added 1.24 M n-BuLi (1.73 mL, 2.14 mmol). The solution is warmed to ambient temperature and stirred for two hours. 0.5 M ZnCl2 (4.28 mL, 2.14 mmol) is added and the solution is stirred for one hour. 3-(5-Bromo-3-methyl-thiophen-2-yl)-8-(1-ethyl-propyl)-2,6-dimethyl-imidazo[1,2-b]pyridazine (0.40 g, 1.02 mmol) and PdCl2(dppf) (0.037 g, 0.051 mmol) is added and the solution is heated at 65° C. overnight. The solut...